This data is from the Open Reaction Database (ORD), a public repository of structured organic reaction records. The task is: describe an organic reaction: reactants, conditions, products, and yield Starting materials: N#Cc1ccc(NC2CCCC2)c(C(=O)O)c1, CC(C)C[Al+]CC(C)C, CCCCCC, [H-], C1CCOC1. The product is O=Cc1ccc(NC2CCCC2)c(C(=O)O)c1. Reaction SMILES: [C:1](#[N:2])[c:3]1[cH:4][cH:5][c:6]([NH:12][CH:13]2[CH2:14][CH2:15][CH2:16][CH2:17]2)[c:7]([C:8](=[O:9])[OH:10])[cH:11]1.[CH2:25]([Al+:26][CH2:27][CH:28]([CH3:29])[CH3:30])[CH:31]([CH3:32])[CH3:33].[CH3:18][CH2:19][CH2:20][CH2:21][CH2:22][CH3:23].[H-:24].[O:34]1[CH2:35][CH2:36][CH2:37][CH2:38]1>>[CH:1]([c:3]1[cH:4][cH:5][c:6]([NH:12][CH:13]2[CH2:14][CH2:15][CH2:16][CH2:17]2)[c:7]([C:8](=[O:9])[OH:10])[cH:11]1)=[O:34].